From a dataset of the Open Reaction Database (ORD), a public repository of structured organic reaction records. describe an organic reaction: reactants, conditions, products, and yield The reactants are N1=CC(=CC=C1)C=1C=C(C=CC1)C1=CN=C2N1C=CC(=C2)C=O (3-[3-(Pyridin-3-yl)phenyl]imidazo[1,2-α]pyridine-7-carboxaldehyde), Cl.NO (hydroxylamine hydrochloride). The solvent is CO (methanol), ClCCl (dichloromethane), C(C)O (ethanol). Run at temperature 60 celsius. Yields the product N (ammonia), N1=CC(=CC=C1)C=1C=C(C=CC1)C1=CN=C2N1C=CC(=C2)C=NO (3-[3-(Pyridin-3-yl)phenyl]imidazo[1,2-α]pyridine-7-carboxaldehyde oxime). Yield: 189.0%. Reaction SMILES: [N:1]1[CH:6]=[CH:5][CH:4]=[C:3]([C:7]2[CH:8]=[C:9]([C:13]3[N:17]4[CH:18]=[CH:19][C:20]([CH:22]=O)=[CH:21][C:16]4=[N:15][CH:14]=3)[CH:10]=[CH:11][CH:12]=2)[CH:2]=1.Cl.[NH2:25][OH:26]>C(O)C.CO.ClCCl>[NH3:1].[N:1]1[CH:6]=[CH:5][CH:4]=[C:3]([C:7]2[CH:8]=[C:9]([C:13]3[N:17]4[CH:18]=[CH:19][C:20]([CH:22]=[N:25][OH:26])=[CH:21][C:16]4=[N:15][CH:14]=3)[CH:10]=[CH:11][CH:12]=2)[CH:2]=1 |f:1.2|. Procedure: 3-[3-(Pyridin-3-yl)phenyl]imidazo[1,2-α]pyridine-7-carboxaldehyde (0.30 g, 1.0 mmol) and hydroxylamine hydrochloride (0.208 g, 3.0 mmol) were suspended in ethanol (15 ml) then heated at 60° C. for 45 min. The mixture was diluted with 50% methanol in dichloromethane (200 ml) and pre-adsorbed onto silica. Purification by flash column chromatography on silica gel eluting with dichloromethane/methanol/conc. ammonia (95:5:0.5) gave the title compound (297 mg, 94%) as a white foam. Further purificatio...